From a dataset of the Open Reaction Database (ORD), a public repository of structured organic reaction records. describe an organic reaction: reactants, conditions, products, and yield Reactants: BrC1C=CCCCC1, O=C1CCC(=O)N1, [H-], [Na+], [Na], O=C1CCC(=O)N1, CN(C)C=O, O. Product: O=C1CCC(=O)N1C1C=CCCCC1. As a reaction SMILES: [Br:1][CH:2]1[CH:3]=[CH:4][CH2:5][CH2:6][CH2:7][CH2:8]1.[C:9]1(=[O:15])[CH2:10][CH2:11][C:12](=[O:14])[NH:13]1.[H-:24].[Na+:25].[Na:16].[O:17]=[C:18]1[NH:19][C:20](=[O:21])[CH2:22][CH2:23]1.[O:27]=[CH:28][N:29]([CH3:30])[CH3:31].[OH2:26]>>[CH:2]1([N:13]2[C:9](=[O:15])[CH2:10][CH2:11][C:12]2=[O:14])[CH:3]=[CH:4][CH2:5][CH2:6][CH2:7][CH2:8]1. Reactants: O=C1NCC2COc3ccccc3N12, CN(C)C=O, Cc1c(CCl)ncn1C(c1ccccc1)(c1ccccc1)c1ccccc1, [H-], [Na+], O. Yields the product Cc1c(CN2CC3COc4ccccc4N3C2=O)ncn1C(c1ccccc1)(c1ccccc1)c1ccccc1. As a reaction SMILES: [C:1]1(=[O:14])[NH:2][CH2:3][CH:4]2[CH2:5][O:6][c:7]3[c:8]([cH:10][cH:11][cH:12][cH:13]3)[N:9]12.[CH3:45][N:46]([CH3:47])[CH:48]=[O:49].[Cl:17][CH2:18][c:19]1[n:20][cH:21][n:22]([C:25]([c:26]2[cH:27][cH:28][cH:29][cH:30][cH:31]2)([c:32]2[cH:33][cH:34][cH:35][cH:36][cH:37]2)[c:38]2[cH:39][cH:40][cH:41][cH:42][cH:43]2)[c:23]1[CH3:24].[H-:16].[Na+:15].[OH2:44]>>[C:1]1(=[O:14])[N:2]([CH2:18][c:19]2[n:20][cH:21][n:22]([C:25]([c:26]3[cH:27][cH:28][cH:29][cH:30][cH:31]3)([c:32]3[cH:33][cH:34][cH:35][cH:36][cH:37]3)[c:38]3[cH:39][cH:40][cH:41][cH:42][cH:43]3)[c:23]2[CH3:24])[CH2:3][CH:4]2[CH2:5][O:6][c:7]3[c:8]([cH:10][cH:11][cH:12][cH:13]3)[N:9]12.